Dataset: the Open Reaction Database (ORD), a public repository of structured organic reaction records. Task: describe an organic reaction: reactants, conditions, products, and yield Reaction conditions: time 1 day. Reactants: COC=1C=C2C=C(NC2=CC1)C(=O)O (5-methoxyindole-2-carboxylic acid), CC(CC1CCNCC1)(C)O (2-methyl-1-(piperidin-4-yl)-2-propanol), Cl.C(C)N=C=NCCCN(C)C (1-ethyl-3-(dimethylaminopropyl)carbodiimide hydrochloride), ON1N=NC2=C1C=CC=C2 (1-hydroxybenzotriazole), Cl (hydrochloric acid). Reported procedure: To a solution of 478 mg of 5-methoxyindole-2-carboxylic acid and 432 mg of 2-methyl-1-(piperidin-4-yl)-2-propanol in 8 mL of DMF were added 575 mg of 1-ethyl-3-(dimethylaminopropyl)carbodiimide hydrochloride and 169 mg of 1-hydroxybenzotriazole, followed by stirring at room temperature for 1 day. 0.2M aqueous hydrochloric acid was added to the reaction liquid, followed by extraction with ethyl acetate. The organic layer was washed with 0.2M aqueous sodium hydroxide solution and saturated aqueous... The solvent is CN(C)C=O (DMF). Yield: 82.7%. The product is COC=1C=C2C=C(NC2=CC1)C(=O)N1CCC(CC1)CC(C)(O)C (1-{1-[(5-methoxy-1H-indol-2-yl)carbonyl]piperidin-4-yl}-2-methylpropan-2-ol). Reaction SMILES: [CH3:1][O:2][C:3]1[CH:4]=[C:5]2[C:9](=[CH:10][CH:11]=1)[NH:8][C:7]([C:12]([OH:14])=O)=[CH:6]2.[CH3:15][C:16]([OH:25])([CH3:24])[CH2:17][CH:18]1[CH2:23][CH2:22][NH:21][CH2:20][CH2:19]1.Cl.C(N=C=NCCCN(C)C)C.ON1C2C=CC=CC=2N=N1.Cl>CN(C=O)C>[CH3:1][O:2][C:3]1[CH:4]=[C:5]2[C:9](=[CH:10][CH:11]=1)[NH:8][C:7]([C:12]([N:21]1[CH2:22][CH2:23][CH:18]([CH2:17][C:16]([CH3:24])([OH:25])[CH3:15])[CH2:19][CH2:20]1)=[O:14])=[CH:6]2 |f:2.3|. The reactants are Cl.O([N+](=O)[O-])CCN (2-nitroxyethylamine hydrochloride), C[O-].[Na+] (sodium methoxide), C(#N)N=C(OCCC)C=1C=NC(=CC1)N (propyl N-cyano-6-amino-3-pyridinecarboximidate). Solvent: CN(C)C=O (DMF), CN(C)C=O (DMF). Run at time 3 hour. The product is NC1=CC=C(C=N1)C(NC#N)=NCCO[N+](=O)[O-] (6-amino-N-cyano-N'-(2-nitroxyethyl)-3-pyridinecarboximidamide). The yield is 65.2%. RXN SMILES: Cl.[O:2]([CH2:6][CH2:7][NH2:8])[N+:3]([O-:5])=[O:4].C[O-].[Na+].[C:12]([N:14]=[C:15]([C:20]1[CH:21]=[N:22][C:23]([NH2:26])=[CH:24][CH:25]=1)OCCC)#[N:13]>CN(C=O)C>[NH2:26][C:23]1[N:22]=[CH:21][C:20]([C:15](=[N:8][CH2:7][CH2:6][O:2][N+:3]([O-:5])=[O:4])[NH:14][C:12]#[N:13])=[CH:25][CH:24]=1 |f:0.1,2.3|. Reported procedure: To a solution of 2-nitroxyethylamine hydrochloride (1.36 g, 9.54 mmol) in DMF (3.5 ml) was added sodium methoxide (470 mg, 8.7 mmol) followed by a solution of propyl N-cyano-6-amino-3-pyridinecarboximidate (355 mg, 1.74 mmol) in DMF (2 ml) described in Example 5 of Experimental Example 1, and the mixture was stirred at room temperature for 3 hours. After the reaction was completed, the reaction mixture was evaporated under reduced pressure. The residue was suspended in water and extracted with c... Reactants: C1CCOC1, Cl, CCOC(=O)c1ccc2c(ccc3c4ccccc4ccc23)c1. The product is OCc1ccc2c(ccc3c4ccccc4ccc23)c1. RXN SMILES: [CH2:25]1[O:26][CH2:27][CH2:28][CH2:29]1.[ClH:24].[cH:1]1[c:2]([C:19](=[O:20])[O:21][CH2:22][CH3:23])[cH:3][cH:4][c:5]2[c:6]3[cH:7][cH:8][c:9]4[cH:10][cH:11][cH:12][cH:13][c:14]4[c:15]3[cH:16][cH:17][c:18]12>>[cH:1]1[c:2]([CH2:19][OH:20])[cH:3][cH:4][c:5]2[c:6]3[cH:7][cH:8][c:9]4[cH:10][cH:11][cH:12][cH:13][c:14]4[c:15]3[cH:16][cH:17][c:18]12. The reactants are [BH4-], CO, CC(C)N1CCC(=Nc2ccccc2)CC1, [Na+]. Yields the product CC(C)N1CCC(Nc2ccccc2)CC1. RXN SMILES: [BH4-:17].[CH3:19][OH:20].[CH3:1][CH:2]([CH3:3])[N:4]1[CH2:5][CH2:6][C:7](=[N:10][c:11]2[cH:12][cH:13][cH:14][cH:15][cH:16]2)[CH2:8][CH2:9]1.[Na+:18]>>[CH3:1][CH:2]([CH3:3])[N:4]1[CH2:5][CH2:6][CH:7]([NH:10][c:11]2[cH:12][cH:13][cH:14][cH:15][cH:16]2)[CH2:8][CH2:9]1. The reactants are C(C)(=O)SC=1NC(=C(C1CC=C)C1=CC=C(C=C1)Cl)C1=CC=C(C=C1)Cl (2-acetylthio-3-allyl-4,5-bis(4-chlorophenyl)pyrrole), CC(=O)C (acetone). Reagents/catalysts: [Ni] (Raney nickel). Solvent: C(C)O (ethanol). Yields the product ClC1=CC=C(C=C1)C=1C(=CNC1C1=CC=C(C=C1)Cl)CCC (4,5-Bis(4-chlorophenyl)-3-propylpyrrole). Yield: 22.8%. RXN SMILES: C(S[C:5]1[NH:6][C:7]([C:20]2[CH:25]=[CH:24][C:23]([Cl:26])=[CH:22][CH:21]=2)=[C:8]([C:13]2[CH:18]=[CH:17][C:16]([Cl:19])=[CH:15][CH:14]=2)[C:9]=1[CH2:10][CH:11]=[CH2:12])(=O)C.CC(C)=O>[Ni].C(O)C>[Cl:19][C:16]1[CH:15]=[CH:14][C:13]([C:8]2[C:9]([CH2:10][CH2:11][CH3:12])=[CH:5][NH:6][C:7]=2[C:20]2[CH:25]=[CH:24][C:23]([Cl:26])=[CH:22][CH:21]=2)=[CH:18][CH:17]=1. Procedure details: A mixture of 5 g Raney nickel, 0.8 g (2 m moles) of 2-acetylthio-3-allyl-4,5-bis(4-chlorophenyl)pyrrole and 50 ml acetone was heated at reflux under nitrogen for two hours. The mixture was diluted with ethanol and the catalyst was removed by filtration. The filtrate was concentrated by rotary evaporation. The residue was purified by chromatography on 50 g Silic AR CC-7, eluting with hexane/toluene (90/10), to give 0.15 g of white crystals, m.p. 90°-93°. Starting materials: COC(=O)C=1C=CC=C2C(=CN(C12)CC(=O)N1[C@@H]2C[C@@H]2C[C@H]1C(NCC1=C(C(=CC=C1)Cl)F)=O)C(C)=O (3-acetyl-1-{2-[(1R,3S,5R)-3-(3-chloro-2-fluoro-benzylcarbamoyl)-2-aza-bicyclo[3.1.0]hex-2-yl]-2-oxo-ethyl}-1H-indole-7-carboxylic acid methyl ester), Cl (HCl), Example 541, [Li+].[OH-] (LiOH). The solvent is C1CCOC1 (THF), O (water). Reaction conditions: time 18 hour. Product: C(C)(=O)C1=CN(C2=C(C=CC=C12)C(=O)O)CC(=O)N1[C@@H]2C[C@@H]2C[C@H]1C(NCC1=C(C(=CC=C1)Cl)F)=O (3-Acetyl-1-{2-[(1R,3S,5R)-3-(3-chloro-2-fluoro-benzylcarbamoyl)-2-aza-bicyclo[3.1.0]hex-2-yl]-2-oxo-ethyl}-1H-indole-7-carboxylic acid). As a reaction SMILES: C[O:2][C:3]([C:5]1[CH:6]=[CH:7][CH:8]=[C:9]2[C:13]=1[N:12]([CH2:14][C:15]([N:17]1[C@H:22]([C:23](=[O:34])[NH:24][CH2:25][C:26]3[CH:31]=[CH:30][CH:29]=[C:28]([Cl:32])[C:27]=3[F:33])[CH2:21][C@@H:20]3[C@H:18]1[CH2:19]3)=[O:16])[CH:11]=[C:10]2[C:35](=[O:37])[CH3:36])=[O:4].[Li+].[OH-].Cl>C1COCC1.O>[C:35]([C:10]1[C:9]2[C:13](=[C:5]([C:3]([OH:4])=[O:2])[CH:6]=[CH:7][CH:8]=2)[N:12]([CH2:14][C:15]([N:17]2[C@H:22]([C:23](=[O:34])[NH:24][CH2:25][C:26]3[CH:31]=[CH:30][CH:29]=[C:28]([Cl:32])[C:27]=3[F:33])[CH2:21][C@@H:20]3[C@H:18]2[CH2:19]3)=[O:16])[CH:11]=1)(=[O:37])[CH3:36] |f:1.2|. Procedure: To a solution of 3-acetyl-1-{2-[(1R,3S,5R)-3-(3-chloro-2-fluoro-benzylcarbamoyl)-2-aza-bicyclo[3.1.0]hex-2-yl]-2-oxo-ethyl}-1H-indole-7-carboxylic acid methyl ester Example 541 (110 mg, 0.209 mmol) in THF (3 mL) and water (0.3 mL) was added 2N LiOH (1.05 mL, 2.09 mmol). Stirring of the reaction mixture was continued at RT for 18 h. A 1N HCl solution was added to adjust to pH=2-3 and the resulting aqueous suspension was filtered. The solid was washed with water then dried in vacuo. The residue wa...